This data is from the Open Reaction Database (ORD), a public repository of structured organic reaction records. The task is: describe an organic reaction: reactants, conditions, products, and yield The reactants are CCc1ncnc(N(C(=O)OC(C)(C)C)C2CCNCC2)c1Cl, O=C=O, CC(Cl)Cl, O=C(O)C(F)(F)F. The product is CCc1ncnc(NC2CCNCC2)c1Cl. RXN SMILES: [C:1]([O:2][C:3](=[O:4])[N:8]([c:9]1[n:10][cH:11][n:12][c:13]([CH2:16][CH3:17])[c:14]1[Cl:15])[CH:18]1[CH2:19][CH2:20][NH:21][CH2:22][CH2:23]1)([CH3:5])([CH3:6])[CH3:7].[C:24](=[O:25])=[O:26].[Cl:34][CH:35]([Cl:36])[CH3:37].[OH:27][C:28]([C:29]([F:30])([F:31])[F:32])=[O:33]>>[NH:8]([c:9]1[n:10][cH:11][n:12][c:13]([CH2:16][CH3:17])[c:14]1[Cl:15])[CH:18]1[CH2:19][CH2:20][NH:21][CH2:22][CH2:23]1. Starting materials: [C-]#N, [C-]#N, CN(C)C=O, O=S(=O)(Oc1ccc2c(c1)C1(CCC2)CCCn2cncc21)C(F)(F)F, [Zn+2], c1ccc(P(c2ccccc2)(c2ccccc2)[Pd](P(c2ccccc2)(c2ccccc2)c2ccccc2)(P(c2ccccc2)(c2ccccc2)c2ccccc2)P(c2ccccc2)(c2ccccc2)c2ccccc2)cc1. The product is N#Cc1ccc2c(c1)C1(CCC2)CCCn2cncc21. Reaction SMILES: [C-:32]#[N:33].[C-:35]#[N:36].[CH3:27][N:28]([CH3:29])[CH:30]=[O:31].[F:1][C:2]([F:3])([F:4])[S:5]([O:6][c:7]1[cH:8][cH:9][c:10]2[c:23]([cH:24]1)[C:14]1([CH2:13][CH2:12][CH2:11]2)[c:15]2[n:16]([cH:20][n:21][cH:22]2)[CH2:17][CH2:18][CH2:19]1)(=[O:25])=[O:26].[Zn+2:34].[cH:37]1[cH:38][cH:39][c:40]([P:41]([Pd:42]([P:43]([c:44]2[cH:45][cH:46][cH:47][cH:48][cH:49]2)([c:50]2[cH:51][cH:52][cH:53][cH:54][cH:55]2)[c:56]2[cH:57][cH:58][cH:59][cH:60][cH:61]2)([P:62]([c:63]2[cH:64][cH:65][cH:66][cH:67][cH:68]2)([c:69]2[cH:70][cH:71][cH:72][cH:73][cH:74]2)[c:75]2[cH:76][cH:77][cH:78][cH:79][cH:80]2)[P:81]([c:82]2[cH:83][cH:84][cH:85][cH:86][cH:87]2)([c:88]2[cH:89][cH:90][cH:91][cH:92][cH:93]2)[c:94]2[cH:95][cH:96][cH:97][cH:98][cH:99]2)([c:100]2[cH:101][cH:102][cH:103][cH:104][cH:105]2)[c:106]2[cH:107][cH:108][cH:109][cH:110][cH:111]2)[cH:112][cH:113]1>>[c:7]1([C:27]#[N:28])[cH:8][cH:9][c:10]2[c:23]([cH:24]1)[C:14]1([CH2:13][CH2:12][CH2:11]2)[c:15]2[n:16]([cH:20][n:21][cH:22]2)[CH2:17][CH2:18][CH2:19]1. Reactants: Brc1cncc(C2=CCNCC2)c1, CC(=O)Cl, ClCCl. The product is CC(=O)N1CC=C(c2cncc(Br)c2)CC1. RXN SMILES: [Br:1][c:2]1[cH:3][c:4]([C:8]2=[CH:13][CH2:12][NH:11][CH2:10][CH2:9]2)[cH:5][n:6][cH:7]1.[CH3:14][C:15]([Cl:16])=[O:17].[Cl:18][CH2:19][Cl:20]>>[Br:1][c:2]1[cH:3][c:4]([C:8]2=[CH:13][CH2:12][N:11]([C:15]([CH3:14])=[O:17])[CH2:10][CH2:9]2)[cH:5][n:6][cH:7]1. The reactants are COc1ccc(-c2ccc3cnc(O)nn23)cn1, Nc1ccc(C2CCN(CCO)CC2)cc1. Product: COc1ccc(-c2ccc3cnc(Nc4ccc(C5CCN(CCO)CC5)cc4)nn23)cn1. Reaction SMILES: [CH3:1][O:2][c:3]1[cH:4][cH:5][c:6](-[c:9]2[cH:10][cH:11][c:12]3[cH:13][n:14][c:15]([OH:18])[n:16][n:17]23)[cH:7][n:8]1.[NH2:19][c:20]1[cH:21][cH:22][c:23]([CH:26]2[CH2:27][CH2:28][N:29]([CH2:32][CH2:33][OH:34])[CH2:30][CH2:31]2)[cH:24][cH:25]1>>[CH3:1][O:2][c:3]1[cH:4][cH:5][c:6](-[c:9]2[cH:10][cH:11][c:12]3[cH:13][n:14][c:15]([NH:19][c:20]4[cH:21][cH:22][c:23]([CH:26]5[CH2:27][CH2:28][N:29]([CH2:32][CH2:33][OH:34])[CH2:30][CH2:31]5)[cH:24][cH:25]4)[n:16][n:17]23)[cH:7][n:8]1. Reactants: OC=1C=CC(=NC1)C(=O)O (5-hydroxy-pyridine-2-carboxylic acid), C1(CC1)CO (cyclopropyl-methanol), C=1C=CC2=C(C1)N=NN2O (HOBt), CCN(C(C)C)C(C)C (DIPEA). Solvent: CN(C)C=O (DMF), O (water), C(CCl)Cl (EDC). Product: C1(CC1)COC(=O)C1=NC=C(C=C1)O (5-Hydroxy-pyridine-2-carboxylic acid cyclopropylmethyl ester). Reaction SMILES: [OH:1][C:2]1[CH:3]=[CH:4][C:5]([C:8]([OH:10])=[O:9])=[N:6][CH:7]=1.C1C=[CH:13][C:14]2N(O)N=N[C:15]=2[CH:16]=1.CCN(C(C)C)C(C)C.C1(CO)CC1>O.C(Cl)CCl.CN(C=O)C>[CH:15]1([CH2:16][O:9][C:8]([C:5]2[CH:4]=[CH:3][C:2]([OH:1])=[CH:7][N:6]=2)=[O:10])[CH2:13][CH2:14]1. Procedure: To DMF (10 mL) was added 5-hydroxy-pyridine-2-carboxylic acid (1.0 g) followed by EDC (1.38 g), HOBt (971 mg) and DIPEA (1.22 mL). After 15 minutes cyclopropyl-methanol (520 mg) was added. After 12 hours the mixture was diluted with water and extracted three times with EA. The combined organic phases were washed with brine, dried (Na2SO4) and concentrated to provide the title compound. MS ESI+: m/z=194 [M+H]+. Starting materials: [BH4-], CO, Cl[Mn]Cl, Cl, Cc1ccc(C(=O)NC(Cc2ccc(C(F)(F)F)cc2)C(=O)c2ccc(F)cc2)c2ccccc12, [Na+]. Yields the product Cc1ccc(C(=O)NC(Cc2ccc(C(F)(F)F)cc2)C(O)c2ccc(F)cc2)c2ccccc12. Reaction SMILES: [BH4-:36].[CH3:39][OH:40].[Cl:41][Mn:42][Cl:43].[ClH:38].[F:1][c:2]1[cH:3][cH:4][c:5]([C:8]([CH:9]([CH2:10][c:11]2[cH:12][cH:13][c:14]([C:17]([F:18])([F:19])[F:20])[cH:15][cH:16]2)[NH:21][C:22](=[O:23])[c:24]2[cH:25][cH:26][c:27]([CH3:34])[c:28]3[cH:29][cH:30][cH:31][cH:32][c:33]23)=[O:35])[cH:6][cH:7]1.[Na+:37]>>[F:1][c:2]1[cH:3][cH:4][c:5]([CH:8]([CH:9]([CH2:10][c:11]2[cH:12][cH:13][c:14]([C:17]([F:18])([F:19])[F:20])[cH:15][cH:16]2)[NH:21][C:22](=[O:23])[c:24]2[cH:25][cH:26][c:27]([CH3:34])[c:28]3[cH:29][cH:30][cH:31][cH:32][c:33]23)[OH:35])[cH:6][cH:7]1.